This data is from the Open Reaction Database (ORD), a public repository of structured organic reaction records. The task is: describe an organic reaction: reactants, conditions, products, and yield The reactants are C1(CCCCC1)C(COC1=NC=C(C(=O)O)C=C1)N1C(=NC2=C1C=C(C(=C2)F)F)C=2C(=NC(=CC2)OC)OC (6-{2-Cyclohexyl-2-[2-(2,6-dimethoxy-pyridin-3-yl)-5,6-difluoro-benzoimidazol-1-yl]-ethoxy}-nicotinic acid), N′N′N′N-tetramethylazodicarboxamide, C1(CCCCC1)C(COC1=NC=C(C(=O)O)C=C1)N1C(=NC2=C1C=C(C(=C2)F)F)C=2C(=NC(=CC2)OC)OC (6-{2-Cyclohexyl-2-[2-(2,6-dimethoxy-pyridin-3-yl)-5,6-difluoro-benzoimidazol-1-yl]-ethoxy}-nicotinic acid), COC(C1=CC(=C(C(=C1)C)O)C)=O (4-hydroxy-3,5-dimethyl-benzoic acid methyl ester). The product is COC(C1=CC(=C(C(=C1)C)OCC(N1C(=NC2=C1C=C(C(=C2)F)F)C=2C(=NC(=CC2)OC)OC)C2CCCCC2)C)=O (4-{2-Cyclohexyl-2-[2-(2,6-dimethoxy-pyridin-3-yl)-5,6-difluoro-benzoimidazol-1-yl]-ethoxy}-3,5-dimethyl-benzoic acid methyl ester). Isolated yield 27.0%. As a reaction SMILES: [CH:1]1([CH:7]([N:19]2[C:23]3[CH:24]=[C:25]([F:29])[C:26]([F:28])=[CH:27][C:22]=3[N:21]=[C:20]2[C:30]2[C:31]([O:38][CH3:39])=[N:32][C:33]([O:36][CH3:37])=[CH:34][CH:35]=2)[CH2:8]OC2C=CC(C(O)=O)=CN=2)[CH2:6][CH2:5][CH2:4][CH2:3][CH2:2]1.[CH3:40][O:41][C:42](=[O:52])[C:43]1[CH:48]=[C:47]([CH3:49])[C:46]([OH:50])=[C:45]([CH3:51])[CH:44]=1>>[CH3:40][O:41][C:42](=[O:52])[C:43]1[CH:48]=[C:47]([CH3:49])[C:46]([O:50][CH2:8][CH:7]([CH:1]2[CH2:6][CH2:5][CH2:4][CH2:3][CH2:2]2)[N:19]2[C:23]3[CH:24]=[C:25]([F:29])[C:26]([F:28])=[CH:27][C:22]=3[N:21]=[C:20]2[C:30]2[C:31]([O:38][CH3:39])=[N:32][C:33]([O:36][CH3:37])=[CH:34][CH:35]=2)=[C:45]([CH3:51])[CH:44]=1. Reported procedure: The title compound was prepared according to Example 4, intermediate, from 2-cyclohexyl-2-[2-(2,6-dimethoxy-pyridin-3-yl)-5,6-difluoro-benzoimidazol-1-yl]-ethanol (Example 73, intermediate b), 4-hydroxy-3,5-dimethyl-benzoic acid methyl ester (commercially available), tri-N-butylposphine and N′N′N′N-tetramethylazodicarboxamide. The resulting powder was purified by silica gel chromatography using a MPLC system (CombiFlash Companion, Isco Inc.) eluting with a gradient of n-heptane:tert-butyl methyl...